Dataset: the Open Reaction Database (ORD), a public repository of structured organic reaction records. Task: describe an organic reaction: reactants, conditions, products, and yield Reactants: ClCCOC1=NNC2=NC=NC(=C21)NC2=CC(=C(C=C2)OC=2C=NC(=CC2)C)C (3-(2-chloroethoxy)-N-{3-methyl-4-[(6-methylpyridin-3-yl)oxy]phenyl}-1H-pyrazolo[3,4-d]pyrimidin-4-amine), N1CCCC1 (pyrrolidine). The product is CC=1C=C(C=CC1OC=1C=NC(=CC1)C)NC1=C2C(=NC=N1)NN=C2OCCN2CCCC2 (N-{3-methyl-4-[(6-methylpyridin-3-yl)oxy]phenyl}-3-(2-pyrrolidin-1-ylethoxy)-1H-pyrazolo[3,4-d]pyrimidin-4-amine). Isolated yield 47.0%. As a reaction SMILES: Cl[CH2:2][CH2:3][O:4][C:5]1[C:13]2[C:8](=[N:9][CH:10]=[N:11][C:12]=2[NH:14][C:15]2[CH:20]=[CH:19][C:18]([O:21][C:22]3[CH:23]=[N:24][C:25]([CH3:28])=[CH:26][CH:27]=3)=[C:17]([CH3:29])[CH:16]=2)[NH:7][N:6]=1.[NH:30]1[CH2:34][CH2:33][CH2:32][CH2:31]1>>[CH3:29][C:17]1[CH:16]=[C:15]([NH:14][C:12]2[N:11]=[CH:10][N:9]=[C:8]3[NH:7][N:6]=[C:5]([O:4][CH2:3][CH2:2][N:30]4[CH2:34][CH2:33][CH2:32][CH2:31]4)[C:13]=23)[CH:20]=[CH:19][C:18]=1[O:21][C:22]1[CH:23]=[N:24][C:25]([CH3:28])=[CH:26][CH:27]=1. Reported procedure: The procedure described in Example 23 was repeated using 3-(2-chloroethoxy)-N-{3-methyl-4-[(6-methylpyridin-3-yl)oxy]phenyl}-1H-pyrazolo[3,4-d]pyrimidin-4-amine (prepared as described in Example 15) and pyrrolidine to give the title compound in 47% yield; NMR Spectrum: 1.67 (br s, 4H), 2.19 (s, 3H), 2.44 (s, 3H), 2.56 (br s, 4H), 2.89 (t, 2H), 4.44 (t, 2H), 6.95 (d, 1H), 7.18-7.25 (m, 2H), 7.60-7.64 (m, 2H), 8.16 (s, 1H), 8.31 (s, 1H); Mass Spectrum: 446 (MH+). Reactants: ClC=1C=C2N=C3CCCCC3=C(C2=CC1)NCCCN (N1-(6-chloro-1,2,3,4-tetrahydro-acridin-9-yl)-propane-1,3-diamine), N1C(C=CC=2C(CCCC12)=O)=O (7,8-dihydro-1H,6H-quinoline-2,5-dione), C1=CC=CC=C1 (benzene). Reaction conditions: time 24 hour. The product is ClC=1C=C2N=C3CCCCC3=C(C2=CC1)NCCCNC1C=2C=CC(NC2CCC1)=O (5-[3-(6-Chloro-1,2,3,4-tetrahydro-acridin-9-ylamino)-propylamino]-5,6,7,8-tetrahydro-1H-quinolin-2-one). Reaction SMILES: [Cl:1][C:2]1[CH:3]=[C:4]2[C:13](=[CH:14][CH:15]=1)[C:12]([NH:16][CH2:17][CH2:18][CH2:19][NH2:20])=[C:11]1[C:6]([CH2:7][CH2:8][CH2:9][CH2:10]1)=[N:5]2.[NH:21]1[C:30]2[CH2:29][CH2:28][CH2:27][C:26](=O)[C:25]=2[CH:24]=[CH:23][C:22]1=[O:32].C1C=CC=CC=1>C(O)(=O)C.O>[Cl:1][C:2]1[CH:3]=[C:4]2[C:13](=[CH:14][CH:15]=1)[C:12]([NH:16][CH2:17][CH2:18][CH2:19][NH:20][CH:26]1[CH2:27][CH2:28][CH2:29][C:30]3[NH:21][C:22](=[O:32])[CH:23]=[CH:24][C:25]1=3)=[C:11]1[C:6]([CH2:7][CH2:8][CH2:9][CH2:10]1)=[N:5]2. Isolated yield 58.3%. Procedure details: To a flask was added N1-(6-chloro-1,2,3,4-tetrahydro-acridin-9-yl)-propane-1,3-diamine (116 mg, 0.40 mmoL), 7,8-dihydro-1H,6H-quinoline-2,5-dione (85 mg, 0.52 mmoL), benzene (4 mL) and one drop of acetic acid, and the resulting mixture as heated to reflux under nitrogen. The water generated from the reaction was removed by Dean-Stark apparatus. After refluxing for 24 h, the benzene was distilled off and methanol (2 mL) was added, followed by sodium borohydride (30 mg, 0.80 mmoL). After stiring a... Reagents/catalysts: C(C)(=O)O (acetic acid). Run in O (water). Reactants: C1=CC=CC1 (cyclopentadiene), OCC(=CC)OCC1=CC=CC=C1 (4-hydroxy-3-benzyloxy-2-butene). Yields the product OC=C(CC)OCC1=CC=CC=C1 (1-Hydroxy-2-Benzyloxy-Butene). Yield: 38.3%. Reaction SMILES: C1CC=CC=1.[OH:6][CH2:7][C:8]([O:11][CH2:12][C:13]1[CH:18]=[CH:17][CH:16]=[CH:15][CH:14]=1)=[CH:9][CH3:10]>>[OH:6][CH:7]=[C:8]([O:11][CH2:12][C:13]1[CH:18]=[CH:17][CH:16]=[CH:15][CH:14]=1)[CH2:9][CH3:10]. Procedure details: A thick walled, high pressure tube was charged with freshly cracked cyclopentadiene (0.841 g, 12.72 mmol) and 4-hydroxy-3-benzyloxy-2-butene (9.06 g, 50.92 mmol). The contents were degassed by bubbling nitrogen gas through the solution for 5 minutes. The tube was equipped with a magnetic stirring bar and fitted with a Teflon screw cap. The reaction tube was placed into a oil bath set at 185° C. and the starting materials were allowed to react for 48 hours. The tube was then taken out of the oil ...